Dataset: the Open Reaction Database (ORD), a public repository of structured organic reaction records. Task: describe an organic reaction: reactants, conditions, products, and yield The reactants are CC=1C(=C2N=C(C(=NC2=CC1[N+](=O)[O-])OC)OC)CNC (6-methyl-5-methylaminomethyl-7-nitro-2,3-dimethoxy-quinoxaline), Cl (HCl). Solvent: O1CCOCC1 (dioxane). Yields the product Cl.CC=1C(=C2NC(C(NC2=CC1[N+](=O)[O-])=O)=O)CNC (6-Methyl-5-methylaminomethyl-7-nitro-1,2,3,4-tetrahydro-2,3-dioxo-quinoxaline Hydrochloride). As a reaction SMILES: [CH3:1][C:2]1[C:3]([CH2:19][NH:20][CH3:21])=[C:4]2[C:9](=[CH:10][C:11]=1[N+:12]([O-:14])=[O:13])[N:8]=[C:7]([O:15]C)[C:6]([O:17]C)=[N:5]2.[ClH:22]>O1CCOCC1>[ClH:22].[CH3:1][C:2]1[C:3]([CH2:19][NH:20][CH3:21])=[C:4]2[C:9](=[CH:10][C:11]=1[N+:12]([O-:14])=[O:13])[NH:8][C:7](=[O:15])[C:6](=[O:17])[NH:5]2 |f:3.4|. Procedure: To a solution of 6-methyl-5-methylaminomethyl-7-nitro-2,3-dimethoxy-quinoxaline (0.028 g, 0.095 mmol) in dioxane (1 mL) was added aqueous HCl (1 mL). The reaction was heated to reflux for 4 hours, cooled, and filtered. The pale yellow solid was filtered and washed with methanol.